Dataset: the Open Reaction Database (ORD), a public repository of structured organic reaction records. Task: describe an organic reaction: reactants, conditions, products, and yield Starting materials: C(CC)C=1C(NC(NC1)=O)=O (5-propyluracil), C[Si](C)(C)Cl (trimethylsilyl chloride), C1=CC=CC=C1 (benzene), ClC1=CC=C(C(=O)[C@@]2(CC(O[C@@H]2C(O)C(C2=CC=C(C=C2)Cl)=O)Cl)O)C=C1 (3,5-di-(p-chlorobenzoyl)-2-desoxy-D-ribofuranosyl chloride), C(CC)C=1C(NC(NC1)=O)=O (5-propyl-uracil). Reagents/catalysts: C(C)(=O)[O-].[Hg+2].C(C)(=O)[O-] (mercury (II)-acetate). The solvent is C1(=CC=CC=C1)C (toluene). Run at time 24 hour. Yields the product C(CC)C=1C(NC(N([C@H]2C[C@H](O)[C@@H](CO)O2)C1)=O)=O (5-Propyl-2'-desoxyuridine). Yield: 166.5%. Reaction SMILES: [CH2:1]([C:4]1[C:5](=[O:11])[NH:6][C:7](=[O:10])[NH:8][CH:9]=1)[CH2:2][CH3:3].C[Si](Cl)(C)C.C1C=CC=CC=1.ClC1C=CC(C([C@@:30]2([OH:47])[C@@H:34]([CH:35](C(=O)C3C=CC(Cl)=CC=3)[OH:36])[O:33][CH:32](Cl)[CH2:31]2)=O)=CC=1>C1(C)C=CC=CC=1.C([O-])(=O)C.[Hg+2].C([O-])(=O)C>[CH2:1]([C:4]1[C:5](=[O:11])[NH:6][C:7](=[O:10])[N:8]([CH:9]=1)[C@@H:32]1[O:33][C@H:34]([CH2:35][OH:36])[C@@H:30]([OH:47])[CH2:31]1)[CH2:2][CH3:3] |f:5.6.7|. Reported procedure: To a solution of 15,4 g 5-propyluracil (0.1 mole) and 21,7 g trimethylsilyl chloride (0,2 mole) in 250 ml anhydrous benzene 20.2 g dry triethylamine (0,2 mole) are added dropwise under stirring and exclusion of humidity within a time span of 15 minutes. After further stirring for about 12 hours the unreacted 5-propyl-uracil and the precipitated dry ethylamine hydrochloride are separated and the filtrate is concentrated under vacuum. The residue is dissolved in 150 ml of absolute toluene and unde... Reactants: ClC1=C(C=C(C=C1C)[C@@H](C(C)C)N[S@](=O)C(C)(C)C)C ((R)-2-Methyl-propane-2-sulfinic acid [(R)-1-(4-chloro-3,5-dimethyl-phenyl)-2-methyl-propyl]-amide), Cl (HCl). The solvent is CO (MeOH). Reaction conditions: time 8 hour. Product: Cl.ClC1=C(C=C(C=C1C)[C@@H](C(C)C)N)C ((R)-1-(4-Chloro-3,5-dimethyl-phenyl)-2-methyl-propylamine hydrochloride). Reaction SMILES: [Cl:1][C:2]1[C:7]([CH3:8])=[CH:6][C:5]([C@H:9]([NH:13][S@@](C(C)(C)C)=O)[CH:10]([CH3:12])[CH3:11])=[CH:4][C:3]=1[CH3:20].Cl>CO>[ClH:1].[Cl:1][C:2]1[C:7]([CH3:8])=[CH:6][C:5]([C@H:9]([NH2:13])[CH:10]([CH3:11])[CH3:12])=[CH:4][C:3]=1[CH3:20] |f:3.4|. Reported procedure: A solution of intermediate INT 61 (4.53 g, 14.34 mmol) in MeOH (75 mL) was treated with HCl (4 M in dioxane, 7.17 mL, 28.7 mmol) and stirred overnight. After evaporation of the solvents, a solid was obtained which was washed with Et2O. The solid was then dissolved in 10% sodium carbonate solution and extracted twice with EtOAc. The combined organic layers were dried over sodium sulfate, filtered and concentrated. The crude amine was dissolved in Et2O and treated with an excess of an ethereal sol... The reactants are C(C1=CC=CC=C1)OC1=CC=C(C=C1)C1CC(CCC1)=CC(=O)OCC (ethyl {3-[4-(benzyloxy)phenyl]cyclohexylidene}acetate), triethyl phosphonoacetate, triethyl phosphonopropionate, C(C1=CC=CC=C1)OC1=CC=C(C=C1)C1CC(CCC1)=CC(=O)OCC (ethyl {3-[4-(benzyloxy)phenyl]cyclohexylidene}acetate), C1(=CC=CC=C1)C1CC(C1)=O (3-phenylcyclobutanone). Yields the product C1(=CC=CC=C1)C1CC(C1)=C(C(=O)OCC)C (Ethyl 2-(3-phenylcyclobutylidene)propanoate). RXN SMILES: C(O[C:9]1[CH:14]=[CH:13][C:12]([CH:15]2[CH2:20]CC[C:17](=[CH:21][C:22]([O:24][CH2:25][CH3:26])=[O:23])[CH2:16]2)=[CH:11][CH:10]=1)C1C=CC=CC=1.[C:27]1(C2CC(=O)C2)C=CC=CC=1>>[C:12]1([CH:15]2[CH2:16][C:17](=[C:21]([CH3:27])[C:22]([O:24][CH2:25][CH3:26])=[O:23])[CH2:20]2)[CH:11]=[CH:10][CH:9]=[CH:14][CH:13]=1. Reported procedure: Following the general procedure described for ethyl {3-[4-(benzyloxy)phenyl]cyclohexylidene}acetate (Intermediate 891i), replacing 3-[4-(benzyloxy)phenyl]cyclohexanone with 3-phenylcyclobutanone (J. Org. Chem., 2005, 70(11), 4549-4552) and triethyl phosphonoacetate with triethyl phosphonopropionate the title compound was obtained; 1H NMR δ (CDCl3): 1.24-1.32 (3H, m), 1.75-1.76 (3H, m), 2.87-2.91 (1H, m), 3.19-3.23 (2H, m), 3.54-3.59 (2H, m), 4.09-4.21 (2H, m), 7.19-7.36 (5H, m); MS m/e MH+ 231. Reactants: C(C)N([C@@H](CC(=O)O)C)C(=O)OC(C)(C)C (Ethyl N-BOC-3(R)-Methyl β-alanine), Cl (HCl). Run in C(C)(=O)OCC (ethyl acetate). Product: C(C)N[C@@H](CC(=O)O)C (Ethyl 3(R)-Methyl β-alanine). RXN SMILES: [CH2:1]([N:3](C(OC(C)(C)C)=O)[C@H:4]([CH3:9])[CH2:5][C:6]([OH:8])=[O:7])[CH3:2].Cl>C(OCC)(=O)C>[CH2:1]([NH:3][C@H:4]([CH3:9])[CH2:5][C:6]([OH:8])=[O:7])[CH3:2]. Reported procedure: To a mechanically stirred solution of 53 (2.2 g, 9.7 mmol) in ethyl acetate (180 mL) at -15° C. was vigorously bubbled HCl gas for 30 min. The cooling bath (ethanol/ice) was removed and the solution purged with argon for 1.0 h to remove excess HCl. Concentration furnished the amine.HCl 54 as a yellow oil. The reactants are C(C)(C)(C)N1C(C2=C(C(=C3N2CCC=2C=C(C(=CC32)C=3C=NC=CC3)OC)C=3CCOCC3)CCCC1)=O (9-tert-butyl-2-(3-pyridyl)-14-(3,6-dihydro-2H-pyran-4-yl)-3-methoxy-5,6,10,11,12,13-hexahydroazocino[4′,3′:4,5]pyrrolo[2,1-a]isoquinolin-8(9H)-one), C(C)(C)(C)N1C(C2=C(C(=C3N2CCC=2C=C(C(=CC32)C=3C=NC=CC3)OC)Br)CCCC1)=O (9-tert-butyl-2-(3-pyridyl)-14-bromo-3-methoxy-5,6,10,11,12,13-hexahydroazocino[4′,3′:4,5]pyrrolo[2,1-a]isoquinolin-8(9H)-one), S1CCC(=CC1)B1OC(C(O1)(C)C)(C)C (2-(3,6-dihydro-2H-thiopyran-4-yl)-4,4,5,5,-tetramethyl-1,3,2-dioxaborolane). Product: C(C)(C)(C)N1C(C2=C(C(=C3N2CCC=2C=C(C(=CC32)C=3C=NC=CC3)OC)C=3CCSCC3)CCCC1)=O (9-tert-butyl-2-(3-pyridyl)-14-(3,6-dihydro-2H-thiopyran-4-yl)-3-methoxy-5,6,10,11,12,13-hexahydroazocino[4′,3′:4,5]pyrrolo[2,1-a]isoquinolin-8(9H)-one). RXN SMILES: [C:1]([N:5]1[CH2:37][CH2:36][CH2:35][CH2:34][C:8]2[C:9]([C:28]3[CH2:29][CH2:30]O[CH2:32][CH:33]=3)=[C:10]3[C:19]4[CH:18]=[C:17]([C:20]5[CH:21]=[N:22][CH:23]=[CH:24][CH:25]=5)[C:16]([O:26][CH3:27])=[CH:15][C:14]=4[CH2:13][CH2:12][N:11]3[C:7]=2[C:6]1=[O:38])([CH3:4])([CH3:3])[CH3:2].C(N1CCCCC2C(Br)=C3C4C=C(C5C=NC=CC=5)C(OC)=CC=4CCN3C=2C1=O)(C)(C)C.[S:72]1CC=C(B2OC(C)(C)C(C)(C)O2)CC1>>[C:1]([N:5]1[CH2:37][CH2:36][CH2:35][CH2:34][C:8]2[C:9]([C:28]3[CH2:29][CH2:30][S:72][CH2:32][CH:33]=3)=[C:10]3[C:19]4[CH:18]=[C:17]([C:20]5[CH:21]=[N:22][CH:23]=[CH:24][CH:25]=5)[C:16]([O:26][CH3:27])=[CH:15][C:14]=4[CH2:13][CH2:12][N:11]3[C:7]=2[C:6]1=[O:38])([CH3:4])([CH3:3])[CH3:2]. Procedure details: Compound 25d was synthesized in a similar way as 25c, starting from 40 mg 25b and 21.4 mg 2-(3,6-dihydro-2H-thiopyran-4-yl)-4,4,5,5,-tetramethyl-1,3,2-dioxaborolane to give 1.4 mg of compound 25d. The reactants are COc1ccc(CC(=O)Nc2ncc(-c3ccc(OC)cc3)nc2Cc2ccccc2)cc1, COc1ccc(P2(=S)SP(=S)(c3ccc(OC)cc3)S2)cc1, Cc1ccccc1. The product is COc1ccc(CC(=S)Nc2ncc(-c3ccc(OC)cc3)nc2Cc2ccccc2)cc1. RXN SMILES: [CH2:1]([c:2]1[cH:3][cH:4][cH:5][cH:6][cH:7]1)[c:8]1[c:9]([NH:22][C:23]([CH2:24][c:25]2[cH:26][cH:27][c:28]([O:31][CH3:32])[cH:29][cH:30]2)=[O:33])[n:10][cH:11][c:12](-[c:14]2[cH:15][cH:16][c:17]([O:20][CH3:21])[cH:18][cH:19]2)[n:13]1.[CH3:34][O:35][c:36]1[cH:37][cH:38][c:39]([P:40]2(=[S:43])[S:41][P:42]([c:44]3[cH:45][cH:46][c:47]([O:48][CH3:49])[cH:50][cH:51]3)(=[S:52])[S:53]2)[cH:54][cH:55]1.[CH3:56][c:57]1[cH:58][cH:59][cH:60][cH:61][cH:62]1>>[CH2:1]([c:2]1[cH:3][cH:4][cH:5][cH:6][cH:7]1)[c:8]1[c:9]([NH:22][C:23]([CH2:24][c:25]2[cH:26][cH:27][c:28]([O:31][CH3:32])[cH:29][cH:30]2)=[S:43])[n:10][cH:11][c:12](-[c:14]2[cH:15][cH:16][c:17]([O:20][CH3:21])[cH:18][cH:19]2)[n:13]1. Reactants: FC(C(C(CCI)O)(F)F)(F)F (1,1,1,2,2-pentafluoro-5-iodo-3-pentanol), [N-]=[N+]=[N-].[Na+] (sodium azide), O (water). Solvent: CS(=O)C (dimethylsulfoxide). Run at temperature 50 celsius, time 8 hour. Product: N(=[N+]=[N-])CCC(C(C(F)(F)F)(F)F)O (5-Azido-1,1,1,2,2-pentafluoro-3-pentanol). Isolated yield 103.7%. As a reaction SMILES: [F:1][C:2]([F:12])([F:11])[C:3]([F:10])([F:9])[CH:4]([OH:8])[CH2:5][CH2:6]I.[N-:13]=[N+:14]=[N-:15].[Na+].O>CS(C)=O>[N:13]([CH2:6][CH2:5][CH:4]([OH:8])[C:3]([F:10])([F:9])[C:2]([F:12])([F:11])[F:1])=[N+:14]=[N-:15] |f:1.2|. Reported procedure: A solution of 1,1,1,2,2-pentafluoro-5-iodo-3-pentanol (1.99 g, 7.48 mmol) in dimethylsulfoxide (20 ml) was treated with sodium azide (585 mg, 8.98 mmol) and the reaction was heated to 50° C. After stirring overnight, the reaction was cooled to room temperature. It was then added to water (30 ml) and extracted with diethyl ether (3×30 ml). The combined organics were washed with brine (40 ml) and dried over anhydrous sodium sulphate. Removal of the solvents yielded an orange liquid. Purification b... Reactants: C1(=CC=CC=C1)N1N=C(C=C1)N (1-phenyl-3-amino-pyrazole), C(C)OC=C(C(=O)OCC)C(=O)OCC (diethyl ethoxymethylenemalonate). Run in C(C)O (ethanol). Product: C1(=CC=CC=C1)N1N=C(C=C1)NC=C(C(=O)OCC)C(=O)OCC (diethyl N-(1-phenyl-pyrazol-3-yl)-aminomethylenemalonate). As a reaction SMILES: [C:1]1([N:7]2[CH:11]=[CH:10][C:9]([NH2:12])=[N:8]2)[CH:6]=[CH:5][CH:4]=[CH:3][CH:2]=1.C(O[CH:16]=[C:17]([C:23]([O:25][CH2:26][CH3:27])=[O:24])[C:18]([O:20][CH2:21][CH3:22])=[O:19])C>C(O)C>[C:1]1([N:7]2[CH:11]=[CH:10][C:9]([NH:12][CH:16]=[C:17]([C:18]([O:20][CH2:21][CH3:22])=[O:19])[C:23]([O:25][CH2:26][CH3:27])=[O:24])=[N:8]2)[CH:2]=[CH:3][CH:4]=[CH:5][CH:6]=1. Procedure details: 1-phenyl-3-amino-pyrazole, m.p. 90°-91° C. (18 g) was reacted with diethyl ethoxymethylenemalonate (29.3 g) in anhydrous ethanol (180 ml) at the reflux temperature for 15 hours. After cooling the solution was evaporated in vacuo to dryness: the residue was dissolved in isopropyl ether (200 ml) and decolorized by charcoal. Crystallization obtained by dilution with hexane gave diethyl N-(1-phenyl-pyrazol-3-yl)-aminomethylenemalonate, m.p. 81°-82° C. (31 g), which was reacted with polyphosphoric ac... Starting materials: C(C)(C)(C)C1=CC=C(C=C1)C=1C=CC2=C(C=C(CCS2(=O)=O)C(=O)OC)C1 (methyl 7-(4-tert-butylphenyl)-1,1-dioxo-2,3-dihydro-1-benzothiepine-4-carboxylate), Cl (hydrochloric acid). Run in COCCOC (1,2-dimethoxyethane). Conditions: temperature 70 celsius, time 55 hour. Yields the product C(C)(C)(C)C1=CC=C(C=C1)C=1C=CC2=C(C=C(CCS2(=O)=O)C(=O)O)C1 (7-(4-tert-butylphenyl)-1,1-dioxo-2,3-dihydro-1-benzothiepine-4-carboxylic acid). Isolated yield 94.1%. RXN SMILES: [C:1]([C:5]1[CH:10]=[CH:9][C:8]([C:11]2[CH:12]=[CH:13][C:14]3[S:20](=[O:22])(=[O:21])[CH2:19][CH2:18][C:17]([C:23]([O:25]C)=[O:24])=[CH:16][C:15]=3[CH:27]=2)=[CH:7][CH:6]=1)([CH3:4])([CH3:3])[CH3:2].Cl>COCCOC>[C:1]([C:5]1[CH:6]=[CH:7][C:8]([C:11]2[CH:12]=[CH:13][C:14]3[S:20](=[O:21])(=[O:22])[CH2:19][CH2:18][C:17]([C:23]([OH:25])=[O:24])=[CH:16][C:15]=3[CH:27]=2)=[CH:9][CH:10]=1)([CH3:4])([CH3:2])[CH3:3]. Procedure details: To a solution of methyl 7-(4-tert-butylphenyl)-1,1-dioxo-2,3-dihydro-1-benzothiepine-4-carboxylate (400 mg) in 1,2-dimethoxyethane (20 ml) was added 6N hydrochloric acid (10 ml), and the mixture was stirred at 70° C. for 55 hours, cooled to room temperature and extracted with ethyl acetate. The organic layer was washed with saturated brine, dried with magnesium sulfate and concentrated under reduced pressure to give crystals, which were collected by filtration and washed with hexane to give pale... Starting materials: N1=C(C=CC(=C1)C(=O)OC)C(=O)OC (dimethyl pyridine-2,5-dicarboxylate), CN.Cl (MeNH2.HCl), C[Al](C)C (AlMe3), CN.Cl (MeNH2.HCl), C[Al](C)C (AlMe3). The solvent is C(Cl)Cl (DCM), C1(=CC=CC=C1)C (toluene). Product: CNC(=O)C1=CC=C(C=N1)C(=O)OC (methyl 6-(methylcarbamoyl)pyridine-3-carboxylate). Isolated yield 104.6%. RXN SMILES: [CH3:1][NH2:2].Cl.C[Al](C)C.[N:8]1[CH:13]=[C:12]([C:14]([O:16][CH3:17])=[O:15])[CH:11]=[CH:10][C:9]=1[C:18]([O:20]C)=O>C1(C)C=CC=CC=1.C(Cl)Cl>[CH3:1][NH:2][C:18]([C:9]1[N:8]=[CH:13][C:12]([C:14]([O:16][CH3:17])=[O:15])=[CH:11][CH:10]=1)=[O:20] |f:0.1|. Procedure details: To a stirred solution of MeNH2.HCl (173 mg, 5.12 mmol) in toluene (5 mL) at 0° C., was added AlMe3 (2 M solution in Hexanes, 1.28 mL, 2.56 mmol). After 30 minutes the solution was canulated into a stirred solution dimethyl pyridine-2,5-dicarboxylate (500 mg, 2.56 mmol) in DCM (5 mL) at 0° C. before stirring over night at room temperature. An aliquot was taken and analysed by NMR, indicating that there was a 0.8:1 ratio of product to starting material. MeNH2.HCl (173 mg, 5.124 mmol) and AlMe3 (2M...